From a dataset of the Open Reaction Database (ORD), a public repository of structured organic reaction records. describe an organic reaction: reactants, conditions, products, and yield Reactants: C(C1=CC=CC=C1)OC(CC1=CC(=C(C=C1)OCC1=CC=CC=C1)OC1=C(C=C(C=C1)C(F)(F)F)CN1C(O[C@@H]([C@@H]1C)C1=CC=CC=C1)=O)=O ({4-benzyloxy-3-[2-((4S,5R)-4-methyl-2-oxo-5-phenyl-oxazolidin-3-ylmethyl)-4-trifluoromethyl-phenoxy]-phenyl}-acetic acid benzyl ester), [OH-].[Li+] (lithium hydroxide), Cl (HCl). Run in CO (MeOH). Reaction conditions: temperature 65 celsius, time 8 hour. Yields the product C(C1=CC=CC=C1)OC1=C(C=C(C=C1)CC(=O)O)OC1=C(C=C(C=C1)C(F)(F)F)CN1C(O[C@@H]([C@@H]1C)C1=CC=CC=C1)=O ({4-Benzyloxy-3-[2-((4S,5R)-4-methyl-2-oxo-5-phenyl-oxazolidin-3-ylmethyl)-4-trifluoromethyl-phenoxy]-phenyl}-acetic acid). As a reaction SMILES: C([O:8][C:9](=[O:50])[CH2:10][C:11]1[CH:16]=[CH:15][C:14]([O:17][CH2:18][C:19]2[CH:24]=[CH:23][CH:22]=[CH:21][CH:20]=2)=[C:13]([O:25][C:26]2[CH:31]=[CH:30][C:29]([C:32]([F:35])([F:34])[F:33])=[CH:28][C:27]=2[CH2:36][N:37]2[C@@H:41]([CH3:42])[C@@H:40]([C:43]3[CH:48]=[CH:47][CH:46]=[CH:45][CH:44]=3)[O:39][C:38]2=[O:49])[CH:12]=1)C1C=CC=CC=1.[OH-].[Li+].Cl>CO>[CH2:18]([O:17][C:14]1[CH:15]=[CH:16][C:11]([CH2:10][C:9]([OH:50])=[O:8])=[CH:12][C:13]=1[O:25][C:26]1[CH:31]=[CH:30][C:29]([C:32]([F:33])([F:34])[F:35])=[CH:28][C:27]=1[CH2:36][N:37]1[C@@H:41]([CH3:42])[C@@H:40]([C:43]2[CH:44]=[CH:45][CH:46]=[CH:47][CH:48]=2)[O:39][C:38]1=[O:49])[C:19]1[CH:20]=[CH:21][CH:22]=[CH:23][CH:24]=1 |f:1.2|. Procedure details: To {4-benzyloxy-3-[2-((4S,5R)-4-methyl-2-oxo-5-phenyl-oxazolidin-3-ylmethyl)-4-trifluoromethyl-phenoxy]-phenyl}-acetic acid benzyl ester (0.05 g, 0.07 mmol) in MeOH (3 mL) was added 1N aqueous lithium hydroxide (1 mL), and the reaction was stirred at 65° C. overnight. The mixture was then acidified with 1N aqueous HCl, and the aqueous layer was extracted twice with EtOAc. The combined organic layers were dried over MgSO4, filtered, and concentrated, and the residue was purified by preparative HP...